From a dataset of the Open Reaction Database (ORD), a public repository of structured organic reaction records. describe an organic reaction: reactants, conditions, products, and yield The reactants are Cc1oc(-c2ccc(-c3ccccc3)cc2)nc1CCOc1ccc(CCC(=O)OC(C)(C)C)c(CNC(=O)c2cc(Cl)sc2Cl)c1, COc1ccccc1, ClCCl, O=C(O)C(F)(F)F. Yields the product Cc1oc(-c2ccc(-c3ccccc3)cc2)nc1CCOc1ccc(CCC(=O)O)c(CNC(=O)c2cc(Cl)sc2Cl)c1. Reaction SMILES: [C:1]([CH3:2])([CH3:3])([CH3:4])[O:5][C:6]([CH2:7][CH2:8][c:9]1[c:10]([CH2:36][NH:37][C:38](=[O:39])[c:40]2[c:41]([Cl:46])[s:42][c:43]([Cl:45])[cH:44]2)[cH:11][c:12]([O:15][CH2:16][CH2:17][c:18]2[n:19][c:20](-[c:24]3[cH:25][cH:26][c:27](-[c:30]4[cH:31][cH:32][cH:33][cH:34][cH:35]4)[cH:28][cH:29]3)[o:21][c:22]2[CH3:23])[cH:13][cH:14]1)=[O:47].[CH3:48][O:49][c:50]1[cH:51][cH:52][cH:53][cH:54][cH:55]1.[Cl:63][CH2:64][Cl:65].[F:56][C:57]([F:58])([F:59])[C:60]([OH:61])=[O:62]>>[O:5]=[C:6]([CH2:7][CH2:8][c:9]1[c:10]([CH2:36][NH:37][C:38](=[O:39])[c:40]2[c:41]([Cl:46])[s:42][c:43]([Cl:45])[cH:44]2)[cH:11][c:12]([O:15][CH2:16][CH2:17][c:18]2[n:19][c:20](-[c:24]3[cH:25][cH:26][c:27](-[c:30]4[cH:31][cH:32][cH:33][cH:34][cH:35]4)[cH:28][cH:29]3)[o:21][c:22]2[CH3:23])[cH:13][cH:14]1)[OH:47]. The reactants are BrCC=1N(C2=NC(=NC(=C2N1)N1CCOCC1)N1C(=NC2=C1C=CC=C2)C)C (4-(8-(Bromomethyl)-9-methyl-2-(2-methyl-1H-benzo[d]imidazol-1-yl)-9H-purin-6-yl)morpholine), CN1CCC(CC1)N (1-methylpiperidin-4-amine). The product is CN1CCC(CC1)NCC=1N(C2=NC(=NC(=C2N1)N1CCOCC1)N1C(=NC2=C1C=CC=C2)C)C (1-methyl-N-((9-methyl-2-(2-methyl-1H-benzo[d]imidazol-1-yl)-6-morpholino-9H-purin-8-yl)methyl)piperidin-4-amine). Reaction SMILES: Br[CH2:2][C:3]1[N:4]([CH3:28])[C:5]2[C:10]([N:11]=1)=[C:9]([N:12]1[CH2:17][CH2:16][O:15][CH2:14][CH2:13]1)[N:8]=[C:7]([N:18]1[C:22]3[CH:23]=[CH:24][CH:25]=[CH:26][C:21]=3[N:20]=[C:19]1[CH3:27])[N:6]=2.[CH3:29][N:30]1[CH2:35][CH2:34][CH:33]([NH2:36])[CH2:32][CH2:31]1>>[CH3:29][N:30]1[CH2:35][CH2:34][CH:33]([NH:36][CH2:2][C:3]2[N:4]([CH3:28])[C:5]3[C:10]([N:11]=2)=[C:9]([N:12]2[CH2:17][CH2:16][O:15][CH2:14][CH2:13]2)[N:8]=[C:7]([N:18]2[C:22]4[CH:23]=[CH:24][CH:25]=[CH:26][C:21]=4[N:20]=[C:19]2[CH3:27])[N:6]=3)[CH2:32][CH2:31]1. Procedure details: 4-(8-(Bromomethyl)-9-methyl-2-(2-methyl-1H-benzo[d]imidazol-1-yl)-9H-purin-6-yl)morpholine (50 mg) was reacted with 1-methylpiperidin-4-amine via General Procedure E to give 4.6 mg of 284 following reverse phase purification. MS (Q1) 476.3 (M)+ Reactants: ClC=1C=C2CC(NC2=CC1)=O (5-Chloro-1,3-dihydro-indol-2-one), O=C1OCCC=2C1=CNC2C=O (4-oxo-2,4,6,7-tetrahydro-pyrano[3,4-c]pyrrole-1-carbaldehyde). Product: ClC=1C=C2C(C(NC2=CC1)=O)=CC1=C2C(=CN1)C(OCC2)=O (1-(5-Chloro-2-oxo-1,2-dihydro-indol-3-ylidenemethyl)-6,7-dihydro-2H-pyrano[3,4-c]pyrrol-4-one). Reaction SMILES: [Cl:1][C:2]1[CH:3]=[C:4]2[C:8](=[CH:9][CH:10]=1)[NH:7][C:6](=[O:11])[CH2:5]2.[O:12]=[C:13]1[C:18]2=[CH:19][NH:20][C:21]([CH:22]=O)=[C:17]2[CH2:16][CH2:15][O:14]1>>[Cl:1][C:2]1[CH:3]=[C:4]2[C:8](=[CH:9][CH:10]=1)[NH:7][C:6](=[O:11])[C:5]2=[CH:22][C:21]1[NH:20][CH:19]=[C:18]2[C:13](=[O:12])[O:14][CH2:15][CH2:16][C:17]=12. Procedure details: 5-Chloro-1,3-dihydro-indol-2-one was condensed with 4-oxo-2,4,6,7-tetrahydro-pyrano[3,4-c]pyrrole-1-carbaldehyde to give the title compound. Run at temperature 70 celsius, time 6 hour. Reactants: Cl (HCl), COC1=C(C(=CC=C1)OC)C1=CNC2=NC=C(C=C21)C=2C=C(C=CC2)O (3-[3-(2,6-dimethoxy-phenyl)-1H-pyrrolo[2,3-b]pyridine-5-yl]-phenol), BrBr (bromine), CC(=O)O (AcOH), [OH-].[K+] (KOH). Procedure details: To 3-[3-(2,6-dimethoxy-phenyl)-1H-pyrrolo[2,3-b]pyridine-5-yl]-phenol (12 mg, 0.0346 mmol) was added 0.5 mL of 33 wt % bromine in AcOH. The mixture was stirred at 70° C. for 6 h, then it was treated with 1.2 mL 50 wt % of aqueous KOH and it was further stirred at room temperature for 3 days, then at 80° C. for 3 hours. The mixture was acidified to pH4 with 1N aqueous HCl and extracted with EtOAc three times. The extracts were combined and adsorbed on silica gel. Purification on silica gel with a... Reaction SMILES: [CH3:1][O:2][C:3]1[CH:8]=[CH:7][CH:6]=[C:5]([O:9]C)[C:4]=1[C:11]1[C:19]2[C:14](=[N:15][CH:16]=[C:17]([C:20]3[CH:21]=[C:22]([OH:26])[CH:23]=[CH:24][CH:25]=3)[CH:18]=2)[NH:13][CH:12]=1.BrBr.[OH-].[K+].Cl.[CH3:32][C:33]([OH:35])=O>>[OH:9][C:5]1[C:4]([C:11]2[C:19]3[C:14](=[N:15][CH:16]=[C:17]([C:20]4[CH:25]=[CH:24][CH:23]=[C:22]([OH:26])[CH:21]=4)[CH:18]=3)[NH:13][CH:12]=2)=[C:3]([O:2][CH3:1])[CH:8]=[CH:7][C:6]=1[C:33](=[O:35])[CH3:32] |f:2.3|. The product is OC1=C(C=CC(=C1C1=CNC2=NC=C(C=C21)C2=CC(=CC=C2)O)OC)C(C)=O (1-{2-hydroxy-3-[5-(3-hydroxy-phenyl)-1H-pyrrolo[2,3-b]pyridine-3-yl]-4-methoxy-phenyl}-ethanone). Yield: 20.0%. Starting materials: C(C)ON=C(C(=O)OC)C1=NC=CC(=N1)N (methyl 2-ethoxyimino-2-(4-aminopyrimidin-2-yl)acetate), C(C)ON=C(C(=O)OCC)C1=NC=CC(=N1)N (ethyl 2-ethoxyimino-2-(4-aminopyrimidin-2-yl)acetate). The solvent is [OH-].[Na+] (sodium hydroxide). Product: C(C)ON=C(C(=O)O)C1=NC=CC(=N1)N (2-ethoxyimino-2-(4-aminopyrimidin-2-yl)acetic acid). Yield: 91.8%. Reaction SMILES: [CH2:1]([O:3][N:4]=[C:5]([C:10]1[N:15]=[C:14]([NH2:16])[CH:13]=[CH:12][N:11]=1)[C:6]([O:8]C)=[O:7])[CH3:2].C(ON=C(C1N=C(N)C=CN=1)C(OCC)=O)C>[OH-].[Na+]>[CH2:1]([O:3][N:4]=[C:5]([C:10]1[N:15]=[C:14]([NH2:16])[CH:13]=[CH:12][N:11]=1)[C:6]([OH:8])=[O:7])[CH3:2] |f:2.3|. Procedure details: A mixture (930 mg) of methyl 2-ethoxyimino-2-(4-aminopyrimidin-2-yl)acetate (syn isomer) and ethyl 2-ethoxyimino-2-(4-aminopyrimidin-2-yl)acetate (syn isomer) in 1 N aqueous sodium hydroxide (4.95 ml) was stirred for 3.5 hours at ambient temperature. The solution was passed through an ion exchange resin [16 ml, Amberlite IRC-50 (trademark: Prepared by Rohm and Haas Co.)] and evaporated to dryness. The residue was triturated in a mixed solvent of acetone (20 ml) and water (2 ml) to give 2-ethoxyi...